This data is from the Open Reaction Database (ORD), a public repository of structured organic reaction records. The task is: describe an organic reaction: reactants, conditions, products, and yield The reactants are ClC1=NC=C(C(=N1)N)C (2-chloro-5-methylpyrimidin-4-amine), ClC1=NC=CC2=CC=CC=C12 (1-chloroisoquinoline), C(=O)([O-])[O-].[Cs+].[Cs+] (Cs2CO3), C1(=CC=CC=C1)P(C1=CC=CC=2C(C3=CC=CC(=C3OC12)P(C1=CC=CC=C1)C1=CC=CC=C1)(C)C)C1=CC=CC=C1 (4,5-bis(diphenylphosphino)-9,9-dimethyxanthene). Reagents/catalysts: C=1C=CC(=CC1)/C=C/C(=O)/C=C/C2=CC=CC=C2.C=1C=CC(=CC1)/C=C/C(=O)/C=C/C2=CC=CC=C2.C=1C=CC(=CC1)/C=C/C(=O)/C=C/C2=CC=CC=C2.[Pd].[Pd] (Pd2(dba)3). The solvent is O1CCOCC1 (1,4-dioxane). Product: ClC1=NC=C(C(=N1)C1=NC=CC2=CC=CC=C12)C (1-(2-Chloro-5-methylpyrimidin-4-yl)isoquinoline). RXN SMILES: [Cl:1][C:2]1[N:7]=[C:6](N)[C:5]([CH3:9])=[CH:4][N:3]=1.Cl[C:11]1[C:20]2[C:15](=[CH:16][CH:17]=[CH:18][CH:19]=2)[CH:14]=[CH:13][N:12]=1.C([O-])([O-])=O.[Cs+].[Cs+].C1(P(C2C=CC=CC=2)C2C3OC4C(=CC=CC=4P(C4C=CC=CC=4)C4C=CC=CC=4)C(C)(C)C=3C=CC=2)C=CC=CC=1>O1CCOCC1.C1C=CC(/C=C/C(/C=C/C2C=CC=CC=2)=O)=CC=1.C1C=CC(/C=C/C(/C=C/C2C=CC=CC=2)=O)=CC=1.C1C=CC(/C=C/C(/C=C/C2C=CC=CC=2)=O)=CC=1.[Pd].[Pd]>[Cl:1][C:2]1[N:7]=[C:6]([C:11]2[C:20]3[C:15](=[CH:16][CH:17]=[CH:18][CH:19]=3)[CH:14]=[CH:13][N:12]=2)[C:5]([CH3:9])=[CH:4][N:3]=1 |f:2.3.4,7.8.9.10.11|. Reported procedure: To a solution of 2-chloro-5-methylpyrimidin-4-amine (144 mg, 1.0 mmol) in 1,4-dioxane (40 mL) was added 1-chloroisoquinoline (164 mg, 1.0 mmol), Cs2CO3 (1.3 g, 4.0 mmol), Pd2(dba)3 (91 mg, 0.1 mmol), and 4,5-bis(diphenylphosphino)-9,9-dimethyxanthene (Xant Phos, 183 mg, 0.3 mmol). The mixture was heated under reflux for 4 h under Ar. The solid was filtered off and the filtrate washed with brine (1×100 mL). The organic solution was separated and dried (Na2SO4). The solvent was removed until 5 mL ... Reactants: BrCCCC#N (4-bromobutyronitrile), [H-].[Na+] (Sodium hydride), OC=1C=NC=CC1 (3-hydroxypyridine), CN(C)C=O (DMF), CN(C)C=O (DMF). Solvent: CCCCC (pentane). Yields the product N1=CC(=CC=C1)OCCCC#N (4-(3-pyridinyloxy)butyronitrile). The yield is 56.0%. Reaction SMILES: [H-].[Na+].[OH:3][C:4]1[CH:5]=[N:6][CH:7]=[CH:8][CH:9]=1.CN(C=O)C.Br[CH2:16][CH2:17][CH2:18][C:19]#[N:20]>CCCCC>[N:6]1[CH:7]=[CH:8][CH:9]=[C:4]([O:3][CH2:16][CH2:17][CH2:18][C:19]#[N:20])[CH:5]=1 |f:0.1|. Procedure details: Sodium hydride (13.3 g., 0.32 mol, 57% oil dispersion) was washed with pentane to remove the oil and 26.1 g. (0.275 mol) of 3-hydroxypyridine in 300 ml. of anhydrous DMF was added with cooling in a cold water bath. The mixture was then stirred and heated at 60° for 1 hour. After cooling to 25°, 40.7 g. (0.275 mol) of 4-bromobutyronitrile in 40 ml. of anhydrous DMF was added dropwise over 1 hour with cooling to keep the reaction temperature below 30°. The reaction mixture was then stirred at 25° ... Reactants: CCCCOC(=O)c1ccc2c(c1)CCC2N(C(=O)Cc1ccc(OC(F)(F)F)cc1)C1CCC(C(C)(C)C)CC1, [Li+], Nc1nnn[nH]1, [OH-]. Product: CC(C)(C)C1CCC(N(C(=O)Cc2ccc(OC(F)(F)F)cc2)C2CCc3cc(C(=O)Nc4nnn[nH]4)ccc32)CC1. As a reaction SMILES: [C:1]([CH3:2])([CH3:3])([CH3:4])[CH:5]1[CH2:6][CH2:7][CH:8]([N:11]([CH:12]2[CH2:13][CH2:14][c:15]3[cH:16][c:17]([C:21](=[O:22])[O:23][CH2:24][CH2:25][CH2:26][CH3:27])[cH:18][cH:19][c:20]32)[C:28]([CH2:29][c:30]2[cH:31][cH:32][c:33]([O:36][C:37]([F:38])([F:39])[F:40])[cH:34][cH:35]2)=[O:41])[CH2:9][CH2:10]1.[Li+:43].[NH2:44][c:45]1[n:46][n:47][n:48][nH:49]1.[OH-:42]>>[C:1]([CH3:2])([CH3:3])([CH3:4])[CH:5]1[CH2:6][CH2:7][CH:8]([N:11]([CH:12]2[CH2:13][CH2:14][c:15]3[cH:16][c:17]([C:21](=[O:22])[NH:44][c:45]4[n:46][n:47][n:48][nH:49]4)[cH:18][cH:19][c:20]32)[C:28]([CH2:29][c:30]2[cH:31][cH:32][c:33]([O:36][C:37]([F:38])([F:39])[F:40])[cH:34][cH:35]2)=[O:41])[CH2:9][CH2:10]1. Starting materials: NH4OAc, O (H2O), BrCC(=O)C1=CC=C(C=C1)Br (2-bromo-1-(4-bromophenyl)ethanone), C(=O)(OC(C)(C)C)N[C@@H](C(C)C)C(=O)O (N-Boc-L-Valine), CCN(C(C)C)C(C)C (iPr2NEt), CC#N (CH3CN). The solvent is C1(=CC=CC=C1)C (toluene). Reaction conditions: time 8 hour. Yields the product BrC1=CC=C(C=C1)C1=CN=C(N1)[C@H](C(C)C)NC(OC(C)(C)C)=O ((S)-tert-butyl 1-(5-(4-bromophenyl)-1H-imidazol-2-yl)-2-methylpropylcarbamate). Isolated yield 94.0%. RXN SMILES: BrCC(C1[CH:10]=[CH:9][C:8]([Br:11])=[CH:7][CH:6]=1)=O.[C:12]([NH:19][C@H:20]([C:24](O)=O)[CH:21]([CH3:23])[CH3:22])([O:14][C:15]([CH3:18])([CH3:17])[CH3:16])=[O:13].CC[N:29]([CH:33]([CH3:35])[CH3:34])C(C)C.O.CC#[N:39]>C1(C)C=CC=CC=1>[Br:11][C:8]1[CH:9]=[CH:10][C:35]([C:33]2[NH:29][C:24]([C@@H:20]([NH:19][C:12](=[O:13])[O:14][C:15]([CH3:18])([CH3:17])[CH3:16])[CH:21]([CH3:23])[CH3:22])=[N:39][CH:34]=2)=[CH:6][CH:7]=1. Reported procedure: A solution of 2-bromo-1-(4-bromophenyl)ethanone (6.23 g, 22.3 mmol) and N-Boc-L-Valine (5.00 g, 23.0 mmol) in dry CH3CN (30 mL) was treated with iPr2NEt (4.40 mL, 25.3 mmol) and the solution was allowed to stir at rt overnight. The solvent was removed in vacuo and the resulting slurry was partitioned between EtOAc and H2O. The layers were separated and the aq phase was extracted with EtOAc. The combined organic layers were dried over MgSO4, filtered, and concentrated in vacuo to give a yellow oi...